Dataset: the Open Reaction Database (ORD), a public repository of structured organic reaction records. Task: describe an organic reaction: reactants, conditions, products, and yield RXN SMILES: [C:52]([O:53][CH2:54][CH3:55])(=[O:56])[CH3:57].[CH3:33][C:34]([CH2:35][CH2:36][CH2:37][c:38]1[cH:39][n:40][cH:41][cH:42][cH:43]1)([NH2:44])[CH3:45].[CH3:46][CH2:47][CH2:48][CH2:49][CH2:50][CH3:51].[N+:1]([c:2]1[cH:3][cH:4][c:5]([O:10][C:11](=[O:6])[CH:12]=[CH:13][CH:14]=[C:15]([c:16]2[cH:17][cH:18][c:19]([O:22][CH3:23])[cH:20][cH:21]2)[c:24]2[cH:25][cH:26][c:27]([O:30][CH3:31])[cH:28][cH:29]2)[cH:7][cH:8]1)([O-:9])=[O:32].[O:58]1[CH2:59][CH2:60][CH2:61][CH2:62]1>>[O:10]=[C:11]([CH:12]=[CH:13][CH:14]=[C:15]([c:16]1[cH:17][cH:18][c:19]([O:22][CH3:23])[cH:20][cH:21]1)[c:24]1[cH:25][cH:26][c:27]([O:30][CH3:31])[cH:28][cH:29]1)[NH:44][C:34]([CH3:33])([CH2:35][CH2:36][CH2:37][c:38]1[cH:39][n:40][cH:41][cH:42][cH:43]1)[CH3:45]. Starting materials: CCOC(C)=O, CC(C)(N)CCCc1cccnc1, CCCCCC, COc1ccc(C(=CC=CC(=O)Oc2ccc([N+](=O)[O-])cc2)c2ccc(OC)cc2)cc1, C1CCOC1. Product: COc1ccc(C(=CC=CC(=O)NC(C)(C)CCCc2cccnc2)c2ccc(OC)cc2)cc1.